Dataset: the Open Reaction Database (ORD), a public repository of structured organic reaction records. Task: describe an organic reaction: reactants, conditions, products, and yield Yields the product N1(N=CC=C1)C=1N=C(C2=CC=C(C=C2C1)OC)OC1CN2C(N(CCCCC=CC3CC3(NC(C2C1)=O)C(=O)NS(=O)(=O)C1CC1)C)=O (N-[17-(3-pyrazol-1-yl-6-methoxyisoquinolin-1-yloxy)-13-methyl-2,14-dioxo-3,13,15-triaza-tricyclo[13.3.0.04,6]octadec-7-ene-4-carbonyl](cyclopropyl)sulfonamide). Reported procedure: The title product 68 was prepared from 17-(3-pyrazol-1-yl-6-methoxyisoquinolin-1-yloxy)-13-methyl-2,14-dioxo-3,13,15-triaza-tricyclo[13.3.0.04,6]octadec-7-ene-4-carboxylic acid (67) following the same procedures described for the preparation of N-[17-(3-chloro-6-methoxyisoquinolin-1-yloxy)-13-methyl-2,14-dioxo-3,13,15-triazatricyclo[13.3.0.04,6]octadec-7-ene-4-carbonyl](cyclopropyl)sulfonamide (43, Example 11): m/z=678 (M+H)+; 1H-NMR (CDCl3): 10.5 (br s, 1H), 8.4 (dd, J=2.5 Hz, 0.5, 1H), 8 (d, J... Reactants: N1(N=CC=C1)C=1N=C(C2=CC=C(C=C2C1)OC)OC1CN2C(N(CCCCC=CC3CC3(NC(C2C1)=O)C(=O)O)C)=O (17-(3-pyrazol-1-yl-6-methoxyisoquinolin-1-yloxy)-13-methyl-2,14-dioxo-3,13,15-triaza-tricyclo[13.3.0.04,6]octadec-7-ene-4-carboxylic acid), ClC=1N=C(C2=CC=C(C=C2C1)OC)OC1CN2C(N(CCCCC=CC3CC3(NC(C2C1)=O)C(=O)NS(=O)(=O)C1CC1)C)=O (N-[17-(3-chloro-6-methoxyisoquinolin-1-yloxy)-13-methyl-2,14-dioxo-3,13,15-triaza-tricyclo[13.3.0.04,6]octadec-7-ene-4-carbonyl](cyclopropyl) sulfonamide). Reaction SMILES: [N:1]1([C:6]2[N:7]=[C:8]([O:18][CH:19]3[CH2:36][CH:35]4[N:21]([C:22](=[O:42])[N:23]([CH3:41])[CH2:24][CH2:25][CH2:26][CH2:27][CH:28]=[CH:29][CH:30]5[C:32]([C:38]([OH:40])=O)([NH:33][C:34]4=[O:37])[CH2:31]5)[CH2:20]3)[C:9]3[C:14]([CH:15]=2)=[CH:13][C:12]([O:16][CH3:17])=[CH:11][CH:10]=3)[CH:5]=[CH:4][CH:3]=[N:2]1.ClC1N=C(OC2CC3N(C(=O)N(C)CCCCC=CC4C(C([NH:78][S:79]([CH:82]5[CH2:84][CH2:83]5)(=[O:81])=[O:80])=O)(NC3=O)C4)C2)C2C(C=1)=CC(OC)=CC=2>>[N:1]1([C:6]2[N:7]=[C:8]([O:18][CH:19]3[CH2:36][CH:35]4[N:21]([C:22](=[O:42])[N:23]([CH3:41])[CH2:24][CH2:25][CH2:26][CH2:27][CH:28]=[CH:29][CH:30]5[C:32]([C:38]([NH:78][S:79]([CH:82]6[CH2:84][CH2:83]6)(=[O:81])=[O:80])=[O:40])([NH:33][C:34]4=[O:37])[CH2:31]5)[CH2:20]3)[C:9]3[C:14]([CH:15]=2)=[CH:13][C:12]([O:16][CH3:17])=[CH:11][CH:10]=3)[CH:5]=[CH:4][CH:3]=[N:2]1. The reactants are C(=NC1CCCCC1)=NC1CCCCC1, ClCCl, CCCCCCC(C)(C)c1cc(O)c(C2=C(CC(=O)O)CCC(C)C2)c(O)c1. Product: CCCCCCC(C)(C)c1cc(O)c2c(c1)OC(=O)CC1=C2CC(C)CC1. As a reaction SMILES: [CH:29]1([N:30]=[C:31]=[N:32][CH:33]2[CH2:34][CH2:35][CH2:36][CH2:37][CH2:38]2)[CH2:39][CH2:40][CH2:41][CH2:42][CH2:43]1.[Cl:44][CH2:45][Cl:46].[OH:1][C:2](=[O:3])[CH2:4][C:5]1=[C:6]([c:12]2[c:13]([OH:14])[cH:15][c:16]([C:20]([CH2:21][CH2:22][CH2:23][CH2:24][CH2:25][CH3:26])([CH3:27])[CH3:28])[cH:17][c:18]2[OH:19])[CH2:7][CH:8]([CH3:11])[CH2:9][CH2:10]1>>[O:1]=[C:2]1[CH2:4][C:5]2=[C:6]([CH2:7][CH:8]([CH3:11])[CH2:9][CH2:10]2)[c:12]2[c:13]([OH:14])[cH:15][c:16]([C:20]([CH2:21][CH2:22][CH2:23][CH2:24][CH2:25][CH3:26])([CH3:27])[CH3:28])[cH:17][c:18]2[O:19]1. The reactants are [H-].[Na+] (Sodium hydride), BrC1=CC=C2C=CNC2=C1 (6-bromoindole), BrCC (bromoethane). Solvent: CN(C=O)C (dimethylformamide). Product: BrC1=CC=C2C=CN(C2=C1)CC (6-Bromo-1-ethylindole). Yield: 101.9%. Reaction SMILES: [H-].[Na+].[Br:3][C:4]1[CH:12]=[C:11]2[C:7]([CH:8]=[CH:9][NH:10]2)=[CH:6][CH:5]=1.Br[CH2:14][CH3:15]>CN(C)C=O>[Br:3][C:4]1[CH:12]=[C:11]2[C:7]([CH:8]=[CH:9][N:10]2[CH2:14][CH3:15])=[CH:6][CH:5]=1 |f:0.1|. Reported procedure: Sodium hydride (480 mg of a 60% dispersion in mineral oil) was added to a stirred solution of 6-bromoindole (1.8 g, 9.2 mmol) in dimethylformamide (20 ml) at 0° C. under a nitrogen atmosphere. After 1 hour bromoethane (1.1 ml, 14.7 mmol) was added and the cooling bath removed. After 12 hours the dimethylformamide was removed in vacuo. The residue was purified directly by flash column chromatoraphy (using 95% hexane, 5% ethyl acetate as eluant) to give 2.1 g of the subtitle compound as a yellow o...